From a dataset of the Open Reaction Database (ORD), a public repository of structured organic reaction records. describe an organic reaction: reactants, conditions, products, and yield Reactants: [N+](=O)([O-])C1=CC=CC=2CCOC21 (2,3-dihydro-7-nitrobenzofuran), Heterocyclic, [H][H] (hydrogen). The reagents and catalysts are [Ni] (Raney nickel). Solvent: O1CCCC1 (tetrahydrofuran). The product is O1CCC2=C1C(=CC=C2)N (2,3-dihydro-7-benzofuranamine). As a reaction SMILES: [N+:1]([C:4]1[C:12]2[O:11][CH2:10][CH2:9][C:8]=2[CH:7]=[CH:6][CH:5]=1)([O-])=O.[H][H]>O1CCCC1.[Ni]>[O:11]1[C:12]2[C:4]([NH2:1])=[CH:5][CH:6]=[CH:7][C:8]=2[CH2:9][CH2:10]1. Reported procedure: 39.4 g of 2,3-dihydro-7-nitrobenzofuran (prepared by the method described in Journal of Heterocyclic Chemistry, vol. 5, No. 1, p. 1 (1968)) in 200 ml of tetrahydrofuran was hydrogenated in a Parr shaker (50 p.s.i.g. hydrogen pressure, Raney nickel catalyst, 3 hours, room temperature). The resulting mixture was filtered and the solvent was evaporated from the filtrate. The residue was recrystallized from ether to give 1, as a colorless solid, m.p.: 70°-72° C. Starting materials: ClC1=CC(=C2COC(C2=C1)=O)[N+](=O)[O-] (6-chloro-4-nitroisobenzofuran-1(3H)-one), [H][H] (hydrogen). Reagents/catalysts: [Pd] (Pd/C). The solvent is CCOC(=O)C (EtOAc). Product: NC1=C2COC(C2=CC(=C1)Cl)=O (4-Amino-6-chloroisobenzofuran-1(3H)-one). The yield is 89.7%. Reaction SMILES: [Cl:1][C:2]1[CH:10]=[C:9]2[C:5]([CH2:6][O:7][C:8]2=[O:11])=[C:4]([N+:12]([O-])=O)[CH:3]=1.[H][H]>CCOC(C)=O.[Pd]>[NH2:12][C:4]1[CH:3]=[C:2]([Cl:1])[CH:10]=[C:9]2[C:5]=1[CH2:6][O:7][C:8]2=[O:11]. Reported procedure: A suspension of 6-chloro-4-nitroisobenzofuran-1(3H)-one (5 g, 23.5 mmol) and Pd/C (10%, 500 mg) in EtOAc (250 mL) was stirred at 25° C. under 1 atm of hydrogen for 12 hr. The mixture was filtered, and the cake was washed with EtOAc (100 mL×3). The filtrate was concentrated to give the title compound (3.87 g, yield 90%) as a white solid. LC-MS (ESI) m/z: 184 (M+1)+. The reactants are COc1nc2c(cc1N)C(C)CN(C(=O)C(F)(F)F)CC2, CCO, CC=O. Product: CCNc1cc2c(nc1OC)CCN(C(=O)C(F)(F)F)CC2C. Reaction SMILES: [CH3:1][O:2][c:3]1[c:4]([NH2:21])[cH:5][c:6]2[c:7]([n:20]1)[CH2:8][CH2:9][N:10]([C:14]([C:15]([F:16])([F:17])[F:18])=[O:19])[CH2:11][CH:12]2[CH3:13].[CH3:25][CH2:26][OH:27].[CH:22]([CH3:23])=[O:24]>>[CH3:1][O:2][c:3]1[c:4]([NH:21][CH2:22][CH3:23])[cH:5][c:6]2[c:7]([n:20]1)[CH2:8][CH2:9][N:10]([C:14]([C:15]([F:16])([F:17])[F:18])=[O:19])[CH2:11][CH:12]2[CH3:13]. The reactants are [Br-], CCCc1c(Cc2ccc(-c3ccccc3C#N)cc2)c(=O)n(-c2ccc(OC(C)(C)C=O)cc2)c2ncnn12, C[Mg+], CCOC(C)=O, [Cl-], [NH4+], C1CCOC1. Yields the product CCCc1c(Cc2ccc(-c3ccccc3C#N)cc2)c(=O)n(-c2ccc(OC(C)(C)C(C)O)cc2)c2ncnn12. Reaction SMILES: [Br-:41].[CH3:1][C:2]([CH:3]=[O:4])([O:5][c:6]1[cH:7][cH:8][c:9](-[n:12]2[c:13]3[n:14]([c:15]([CH2:34][CH2:35][CH3:36])[c:16]([CH2:19][c:20]4[cH:21][cH:22][c:23](-[c:26]5[c:27]([C:32]#[N:33])[cH:28][cH:29][cH:30][cH:31]5)[cH:24][cH:25]4)[c:17]2=[O:18])[n:37][cH:38][n:39]3)[cH:10][cH:11]1)[CH3:40].[CH3:42][Mg+:43].[CH3:44][CH2:45][O:46][C:47](=[O:48])[CH3:49].[Cl-:50].[NH4+:51].[O:52]1[CH2:53][CH2:54][CH2:55][CH2:56]1>>[CH3:1][C:2]([CH:3]([OH:4])[CH3:44])([O:5][c:6]1[cH:7][cH:8][c:9](-[n:12]2[c:13]3[n:14]([c:15]([CH2:34][CH2:35][CH3:36])[c:16]([CH2:19][c:20]4[cH:21][cH:22][c:23](-[c:26]5[c:27]([C:32]#[N:33])[cH:28][cH:29][cH:30][cH:31]5)[cH:24][cH:25]4)[c:17]2=[O:18])[n:37][cH:38][n:39]3)[cH:10][cH:11]1)[CH3:40]. Reactants: O (H2O), C(=O)(OC(C)(C)C)N[C@@H](CO)C#C ((R)-N-Boc-2-amino-but-3-yn-1-ol), N1C=NC=C1 (imidazole), [Si](C)(C)(C(C)(C)C)Cl (tert-butyldimethylsilyl chloride). Run in C(Cl)Cl (CH2Cl2). Yields the product C(=O)(OC(C)(C)C)N[C@@H](CO[Si](C)(C)C(C)(C)C)C#C ((R)-N-Boc-2-amino-1-(-tert-butyldimethylsilyloxy)-but-3-yne). Reaction SMILES: [C:1]([NH:8][C@H:9]([C:12]#[CH:13])[CH2:10][OH:11])([O:3][C:4]([CH3:7])([CH3:6])[CH3:5])=[O:2].N1C=CN=C1.[Si:19](Cl)([C:22]([CH3:25])([CH3:24])[CH3:23])([CH3:21])[CH3:20].O>C(Cl)Cl>[C:1]([NH:8][C@H:9]([C:12]#[CH:13])[CH2:10][O:11][Si:19]([C:22]([CH3:25])([CH3:24])[CH3:23])([CH3:21])[CH3:20])([O:3][C:4]([CH3:5])([CH3:6])[CH3:7])=[O:2]. Procedure details: To a solution of (R)-N-Boc-2-amino-but-3-yn-1-ol (150 mg, 0.81 mmol) (Example 104B) and imidazole (110 mg, 1.62 mmol) (Aldrich) in CH2Cl2 (10 mL) was added at 0° C. tert-butyldimethylsilyl chloride (146 mg, 0.97 mmol) (Fluka). After 5 min the reaction mixture was poured into H2O and extracted with CH2Cl2. The CH2Cl2 layer was dried over Na2SO4 and concentrated to a residue which after silica gel column chromatography with a 0-30% Et2O in hexanes gradient afforded the product. (Yield 210 mg, 83%)... The reactants are ClC1=NC2=CC(=CC=C2C(=N1)Cl)Cl (2,4,7-trichloro-quinazoline), N1=C(C=CC=C1)CCN (2-pyridin-2-yl-ethylamine). Yields the product ClC1=CC=C2C(=NC=NC2=C1)NCCC1=NC=CC=C1 ((7-chloro-quinazolin-4-yl)-(2-pyridin-2-yl-ethyl)-amine). As a reaction SMILES: Cl[C:2]1[N:11]=[C:10](Cl)[C:9]2[C:4](=[CH:5][C:6]([Cl:13])=[CH:7][CH:8]=2)[N:3]=1.[N:14]1[CH:19]=[CH:18][CH:17]=[CH:16][C:15]=1[CH2:20][CH2:21][NH2:22]>>[Cl:13][C:6]1[CH:5]=[C:4]2[C:9]([C:10]([NH:22][CH2:21][CH2:20][C:15]3[CH:16]=[CH:17][CH:18]=[CH:19][N:14]=3)=[N:11][CH:2]=[N:3]2)=[CH:8][CH:7]=1. Procedure details: Analogously to example 17, 2,4,7-trichloro-quinazoline is reacted with 2-pyridin-2-yl-ethylamine to give (7-chloro-quinazolin-4-yl)-(2-pyridin-2-yl-ethyl)-amine and is further reacted Isolated yield 78.9%. Reported procedure: 2-Ethyl-3-pivaloyloxy-1-(2-pivaloyloxyethyl)pyridin-4-one (0.5 g) was heated in distilled water (40 ml) at 70° C. for 3 hours. The water was removed by rotary evaporation and the residue dried under high vacuum. Recrystallization of the dry solid from ethyl acetate and petroleum ether (b.p. 40°-600° C.) gave the title compound (0.3 g, 69%) as colourless crystals with a melting point and infra-red and n.m.r. spectra as quoted in Example 2. Yields the product C(C)C=1N(C=CC(C1O)=O)CCOC(C(C)(C)C)=O (2-Ethyl-3-hydroxy-1-(2-pivaloyloxyethyl)pyridin-4-one). Solvent: O (water). RXN SMILES: [CH2:1]([C:3]1[N:4]([CH2:17][CH2:18][O:19][C:20](=[O:25])[C:21]([CH3:24])([CH3:23])[CH3:22])[CH:5]=[CH:6][C:7](=[O:16])[C:8]=1[O:9]C(=O)C(C)(C)C)[CH3:2]>O>[CH2:1]([C:3]1[N:4]([CH2:17][CH2:18][O:19][C:20](=[O:25])[C:21]([CH3:24])([CH3:23])[CH3:22])[CH:5]=[CH:6][C:7](=[O:16])[C:8]=1[OH:9])[CH3:2]. Reactants: C(C)C=1N(C=CC(C1OC(C(C)(C)C)=O)=O)CCOC(C(C)(C)C)=O (2-Ethyl-3-pivaloyloxy-1-(2-pivaloyloxyethyl)pyridin-4-one).